From a dataset of the Open Reaction Database (ORD), a public repository of structured organic reaction records. describe an organic reaction: reactants, conditions, products, and yield Starting materials: C1(=CC=CC=C1)P(C1=CC=CC=C1)C1=CC=CC=C1 (triphenylphosphine), BrN1C(CCC1=O)=O (N-bromosuccinimide), COC1=C(C=CC(=C1)OC)CCCO (3-(2,4-dimethoxyphenyl)-1-propanol). The solvent is C(Cl)Cl (methylene chloride). Yields the product BrCCCC1=C(C=C(C=C1)OC)OC (1-(3-bromopropyl)-2,4-dimethoxybenzene). The yield is 76.6%. RXN SMILES: [CH3:1][O:2][C:3]1[CH:8]=[C:7]([O:9][CH3:10])[CH:6]=[CH:5][C:4]=1[CH2:11][CH2:12][CH2:13]O.C1(P(C2C=CC=CC=2)C2C=CC=CC=2)C=CC=CC=1.[Br:34]N1C(=O)CCC1=O>C(Cl)Cl>[Br:34][CH2:13][CH2:12][CH2:11][C:4]1[CH:5]=[CH:6][C:7]([O:9][CH3:10])=[CH:8][C:3]=1[O:2][CH3:1]. Procedure: Compound 19-1 (2.68 g) was dissolved in methylene chloride (30 ml), triphenylphosphine (3.99 g) and N-bromosuccinimide (2.69 g) were added under ice-cooling, and the mixture was stirred under ice-cooling for 2 hr. The reaction mixture was washed with water and saturated brine, and dried over anhydrous magnesium sulfate. The solvent was evaporated under reduced pressure. Diethyl ether (100 ml) was added, and the precipitated triphenylphosphine oxide was filtered off. The concentrate of the filtra... The reactants are O (water), BrC1=CC=C(C=C1)N(C(C=C(C)C)=O)C (N-(4-bromophenyl)-N-methyl-3-methyl-2-butenamide), BrC1=CC=C(C=C1)N(C(C=C(C)C)=O)C (N-(4-bromophenyl)-N-methyl-3-methyl-2-butenamide), [Cl-].[Al+3].[Cl-].[Cl-] (aluminum chloride). The solvent is CCCCCC.ClCCl (hexane dichloromethane). Reaction conditions: time 1 hour. Yields the product BrC=1C=C2C(CC(N(C2=CC1)C)=O)(C)C (6-Bromo-1,4,4-trimethyl-2-oxo-1,2,3,4-tetrahydroquinoline). Yield: 26.4%. Reaction SMILES: [Br:1][C:2]1[CH:7]=[CH:6][C:5]([N:8]([CH3:15])[C:9](=[O:14])[CH:10]=[C:11]([CH3:13])[CH3:12])=[CH:4][CH:3]=1.[Cl-].[Al+3].[Cl-].[Cl-].O>CCCCCC.ClCCl>[Br:1][C:2]1[CH:3]=[C:4]2[C:5](=[CH:6][CH:7]=1)[N:8]([CH3:15])[C:9](=[O:14])[CH2:10][C:11]2([CH3:12])[CH3:13] |f:1.2.3.4,6.7|. Reported procedure: N-(4-bromophenyl)-N-methyl-3-methyl-2-butenamide (Intermediate 54, 6.42 g, 24 mmol) was heated to 130° C. and aluminum chloride (5 g, 37.4 mmol) was added in portions over 0.5 h. The reaction mixture was stirred for 1 hour at the same temperature and then cooled to room temperature. Ice was added cautiously to the solid, followed by ˜200 mL of iced water. The reaction mixture was then extracted with ether (×2) and dichloromethane (×1) and the combined organic phase was dried over anhydrous magne... The reactants are ClC=1N=C2SC=CN2C1S(=O)(=O)Cl (6-chloro-imidazo[2,1-b]thiazole-5-sulfonyl chloride), NC=1C=C2C=3CCN(CC3NC2=CC1)C (6-amino-2-methyl-2,3,4,9-tetrahydro-1H-β-carboline), C(=O)(O)[O-].[Na+] (NaHCO3). The solvent is N1=CC=CC=C1 (pyridine). Run at time 1 hour. Yields the product CN1CC=2NC3=CC=C(C=C3C2CC1)NS(=O)(=O)C1=C(N=C2SC=CN21)Cl (6-chloro-imidazo[2,1-b]thiazole-5-sulfonic acid (2-methyl-2,3,4,9-tetrahydro-1H-β-carbolin-6-yl)-amide). Yield: 45.3%. Reaction SMILES: [NH2:1][C:2]1[CH:3]=[C:4]2[C:12](=[CH:13][CH:14]=1)[NH:11][C:10]1[CH2:9][N:8]([CH3:15])[CH2:7][CH2:6][C:5]2=1.[Cl:16][C:17]1[N:18]=[C:19]2[N:23]([C:24]=1[S:25](Cl)(=[O:27])=[O:26])[CH:22]=[CH:21][S:20]2.C([O-])(O)=O.[Na+]>N1C=CC=CC=1>[CH3:15][N:8]1[CH2:7][CH2:6][C:5]2[C:4]3[C:12](=[CH:13][CH:14]=[C:2]([NH:1][S:25]([C:24]4[N:23]5[C:19]([S:20][CH:21]=[CH:22]5)=[N:18][C:17]=4[Cl:16])(=[O:26])=[O:27])[CH:3]=3)[NH:11][C:10]=2[CH2:9]1 |f:2.3|. Procedure: To a solution of 6-amino-2-methyl-2,3,4,9-tetrahydro-1H-β-carboline (description 2) (150 mg, 0.68 mmol) in pyridine (5 mL) cooled in an ice bath, were added 200 mg of 6-chloro-imidazo[2,1-b]thiazole-5-sulfonyl chloride (0.68 mmol). Under N2, the reaction mixture was left to reach room temperature and stirred for 1 h at this temperature. The reaction mixture was basified with aqueous saturated solution of NaHCO3 and the pyridine evaporated. The mixture was treated with EtOAc and H2O, the organic ... The reactants are C(C1=CC=CC=C1)N1[C@H](CNC[C@H]1C)C (cis-1-benzyl-2,6-dimethylpiperazine), BrC1=C(C=C2C=CC=NC2=C1)OC (7-bromo-6-methoxyquinoline), 2. Product: C(C1=CC=CC=C1)N1[C@@H](CN(C[C@@H]1C)C1=C(C=C2C=CC=NC2=C1)OC)C (cis-7-(4-Benzyl-3,5-dimethylpiperazin-1-yl)-6-methoxyquinoline). Reaction SMILES: [CH2:1]([N:8]1[C@H:13]([CH3:14])[CH2:12][NH:11][CH2:10][C@@H:9]1[CH3:15])[C:2]1[CH:7]=[CH:6][CH:5]=[CH:4][CH:3]=1.Br[C:17]1[CH:26]=[C:25]2[C:20]([CH:21]=[CH:22][CH:23]=[N:24]2)=[CH:19][C:18]=1[O:27][CH3:28]>>[CH2:1]([N:8]1[C@@H:13]([CH3:14])[CH2:12][N:11]([C:17]2[CH:26]=[C:25]3[C:20]([CH:21]=[CH:22][CH:23]=[N:24]3)=[CH:19][C:18]=2[O:27][CH3:28])[CH2:10][C@H:9]1[CH3:15])[C:2]1[CH:3]=[CH:4][CH:5]=[CH:6][CH:7]=1. Reported procedure: The title compound was prepared from cis-1-benzyl-2,6-dimethylpiperazine (Org. Prep. Proc. 1976, 8, 19) and 7-bromo-6-methoxyquinoline (J. Org. Chem. 1990, 55, 2019) using a similar procedure to Description 2 (75%).